Task: describe an organic reaction: reactants, conditions, products, and yield. Dataset: the Open Reaction Database (ORD), a public repository of structured organic reaction records The reactants are CC1=CC=C(C(=O)C(C(=O)OCC)(C)C)C=C1 (ethyl α-(4-methylbenzoyl)isobutyrate), C1(=CC=CC=C1)NN (phenyl-hydrazine), O.C1(=CC=C(C=C1)S(=O)(=O)O)C (p-toluenesulfonic acid monohydrate). The solvent is C1(=CC=CC=C1)C (toluene). Yields the product C1(=CC=CC=C1)N1N=C(CC1=O)C1=CC=C(C=C1)C (1-phenyl-3-(4-methylphenyl)-4, 5-dihydropyrazol-5-one). Isolated yield 93.6%. As a reaction SMILES: [CH3:1][C:2]1[CH:17]=[CH:16][C:5]([C:6]([C:8](C)(C)[C:9]([O:11]CC)=O)=O)=[CH:4][CH:3]=1.[C:18]1([NH:24][NH2:25])[CH:23]=[CH:22][CH:21]=[CH:20][CH:19]=1.O.C1(C)C=CC(S(O)(=O)=O)=CC=1>C1(C)C=CC=CC=1>[C:18]1([N:24]2[C:9](=[O:11])[CH2:8][C:6]([C:5]3[CH:4]=[CH:3][C:2]([CH3:1])=[CH:17][CH:16]=3)=[N:25]2)[CH:23]=[CH:22][CH:21]=[CH:20][CH:19]=1 |f:2.3|. Procedure: A mixture of 15 g (64 mmol) of ethyl α-(4-methylbenzoyl)isobutyrate, 10 g (93 mmol) of phenyl-hydrazine and 100 ml of toluene was dehydrated under reflux in the presence of p-toluenesulfonic acid monohydrate (catalytic amount) for 18 hours. The reaction solution was washed successively with 1N sodium hydroxide, 1N hydrochloric acid and saturated brine solution, and dried over anhydrous magnesium sulfate. Then the solvent was evaporated under reduced pressure. The obtained crude product was recry... Reactants: CC(C)(C)O, CO, COC(=O)CN1C(=O)c2ccc3ccccc3c2S1(=O)=O, Cl, [Na]. Product: COC(=O)C1=C(O)c2ccc3ccccc3c2S(=O)(=O)N1. RXN SMILES: [C:23]([OH:24])([CH3:25])([CH3:26])[CH3:27].[CH3:29][OH:30].[CH3:2][O:3][C:4]([CH2:5][N:6]1[S:7](=[O:20])(=[O:21])[c:8]2[c:9]([cH:12][cH:13][c:14]3[cH:15][cH:16][cH:17][cH:18][c:19]23)[C:10]1=[O:11])=[O:22].[ClH:28].[Na:1]>>[CH3:2][O:3][C:4]([C:5]1=[C:10]([OH:11])[c:9]2[c:8]([c:19]3[c:14]([cH:13][cH:12]2)[cH:15][cH:16][cH:17][cH:18]3)[S:7](=[O:20])(=[O:21])[NH:6]1)=[O:22].